This data is from the Open Reaction Database (ORD), a public repository of structured organic reaction records. The task is: describe an organic reaction: reactants, conditions, products, and yield Reactants: COc1cc(Br)c2c(c1)OCCN2, CCC(C1CCC1)n1cc(Cl)nc(Cl)c1=O. Yields the product CCC(C1CCC1)n1cc(Cl)nc(N2CCOc3cc(OC)cc(Br)c32)c1=O. RXN SMILES: [Br:17][c:18]1[cH:19][c:20]([O:28][CH3:29])[cH:21][c:22]2[c:23]1[NH:24][CH2:25][CH2:26][O:27]2.[Cl:1][c:2]1[c:3](=[O:16])[n:4]([CH:9]([CH2:10][CH3:11])[CH:12]2[CH2:13][CH2:14][CH2:15]2)[cH:5][c:6]([Cl:8])[n:7]1>>[c:2]1([N:24]2[c:23]3[c:18]([Br:17])[cH:19][c:20]([O:28][CH3:29])[cH:21][c:22]3[O:27][CH2:26][CH2:25]2)[c:3](=[O:16])[n:4]([CH:9]([CH2:10][CH3:11])[CH:12]2[CH2:13][CH2:14][CH2:15]2)[cH:5][c:6]([Cl:8])[n:7]1.